From a dataset of the Open Reaction Database (ORD), a public repository of structured organic reaction records. describe an organic reaction: reactants, conditions, products, and yield Reactants: CC(=O)Oc1cccc(C=O)c1Cl, C=CC#N, CN(C)C=O, N#C[Na], O. The product is CC(=O)Oc1cccc(C(=O)CCC#N)c1Cl. RXN SMILES: [C:5]([CH3:6])(=[O:7])[O:8][c:9]1[c:10]([Cl:17])[c:11]([CH:12]=[O:13])[cH:14][cH:15][cH:16]1.[CH2:1]=[CH:2][C:3]#[N:4].[CH3:22][N:23]([CH3:24])[CH:25]=[O:26].[Na:18][C:19]#[N:20].[OH2:21]>>[CH2:1]([CH2:2][C:3]#[N:4])[C:12]([c:11]1[c:10]([Cl:17])[c:9]([O:8][C:5]([CH3:6])=[O:7])[cH:16][cH:15][cH:14]1)=[O:13]. Reactants: COC(=O)C(CCCC#N)CC=C (5-methoxycarbonyl-oct-7-enenitrile), BrC=1C=NC=CC1 (3-bromopyridine), C1(=C(C=CC=C1)P(C1=C(C=CC=C1)C)C1=C(C=CC=C1)C)C (tri-o-tolylphosphine). Reagents/catalysts: C(C)(=O)[O-].[Pd+2].C(C)(=O)[O-] (Palladium acetate), C(C)(=O)[O-].[Pd+2].C(C)(=O)[O-] (palladium acetate). Run in C(C)#N.C(C)N(CC)CC (acetonitrile triethylamine). Conditions: time 0.5 hour. Product: COC(=O)C(CCCC#N)CC=CC=1C=NC=CC1 (5-methoxycarbonyl-8-(3-pyridyl)-oct-7-enenitrile). As a reaction SMILES: [CH3:1][O:2][C:3]([CH:5]([CH2:11][CH:12]=[CH2:13])[CH2:6][CH2:7][CH2:8][C:9]#[N:10])=[O:4].Br[C:15]1[CH:16]=[N:17][CH:18]=[CH:19][CH:20]=1.C1(C)C=CC=CC=1P(C1C=CC=CC=1C)C1C=CC=CC=1C>C(#N)C.C(N(CC)CC)C.C([O-])(=O)C.[Pd+2].C([O-])(=O)C>[CH3:1][O:2][C:3]([CH:5]([CH2:11][CH:12]=[CH:13][C:15]1[CH:16]=[N:17][CH:18]=[CH:19][CH:20]=1)[CH2:6][CH2:7][CH2:8][C:9]#[N:10])=[O:4] |f:3.4,5.6.7|. Reported procedure: A mixture of 23.5 g of 5-methoxycarbonyl-oct-7-enenitrile, 20.07 g of 3-bromopyridine and 0.79 g of tri-o-tolylphosphine in 200 ml of 2:1 acetonitrile/triethylamine is stirred at room temperature under nitrogen for 0.5 h. Palladium acetate (0.27 g) is added and the mixture is stirred under reflux for 40 h. An additional 0.13 g of palladium acetate is added and the reaction mixture is further heated under reflux for 20 h. The reaction mixture is evaporated to dryness and the residue is taken up i... The reactants are BrC1=CC=C(C=N1)CN1C(C=2C(C1=O)=CC=CC2)=O (N-(6-bromo-3-pyridylmethyl)phthalimide), ClC1=CC=C(C=N1)CN1C(C=2C(C1=O)=CC=CC2)=O (N-(6-chloro-3-pyridylmethyl)phthalimide). The product is BrC1=CC=C(C=N1)CN (6-Bromo-3-pyridylmethylamine). As a reaction SMILES: [Br:1][C:2]1[N:7]=[CH:6][C:5]([CH2:8][N:9]2C(=O)C3=CC=CC=C3C2=O)=[CH:4][CH:3]=1.ClC1N=CC(CN2C(=O)C3=CC=CC=C3C2=O)=CC=1>>[Br:1][C:2]1[N:7]=[CH:6][C:5]([CH2:8][NH2:9])=[CH:4][CH:3]=1. Procedure: The reaction procedure of Reference Example 3 was repeated except that N-(6-bromo-3-pyridylmethyl)phthalimide was used in lieu of N-(6-chloro-3-pyridylmethyl)phthalimide, to give the title compound as pale yellow crystals. Reactants: BrC1=CC=CC(=N1)C (6-bromo-2-picoline), C1(=CC=CC=C1)O (phenol), C([O-])([O-])=O.[K+].[K+] (potassium carbonate). Solvent: O (H2O), CCOCC (ether). Reaction conditions: temperature 210 celsius. Yields the product O(C1=CC=CC=C1)C1=CC=CC(=N1)C (6-Phenoxy-2-picoline). Yield: 124.3%. Reaction SMILES: Br[C:2]1[N:7]=[C:6]([CH3:8])[CH:5]=[CH:4][CH:3]=1.[C:9]1([OH:15])[CH:14]=[CH:13][CH:12]=[CH:11][CH:10]=1.C(=O)([O-])[O-].[K+].[K+]>O.CCOCC>[O:15]([C:2]1[N:7]=[C:6]([CH3:8])[CH:5]=[CH:4][CH:3]=1)[C:9]1[CH:14]=[CH:13][CH:12]=[CH:11][CH:10]=1 |f:2.3.4|. Reported procedure: A mixture containing 50.28 g of 6-bromo-2-picoline, 83.01 g of phenol and 120.86 g of potassium carbonate under an atmosphere of nitrogen was heated in an oil bath maintained at 210° C. for 20 hrs. After cooling to room temperature, the reaction mixture was dissolved in 1000 ml of H2O and 500 ml of ether. The layers were then separated and the aqueous layer extracted with ether. The combined etheral extracts were washed three times with 5% NaOH and then once with H2O. After drying the etheral la... Reactants: COC(=O)C1=C(N=C(S1)\C=C\C=1C(=NOC1C)CCCC)C (2-[(E)-2-(3-butyl-5-methyl-isoxazol-4-yl)-vinyl]-4-methyl-thiazole-5-carboxylic acid methyl ester), NC(CO)C (rac-2-amino-1-propanol). Yields the product OCC(C)NC(=O)C1=C(N=C(S1)\C=C\C=1C(=NOC1C)CCCC)C (Rac-2-[(E)-2-(3-Butyl-5-methyl-isoxazol-4-yl)-vinyl]-4-methyl-thiazole-5-carboxylic acid (2-hydroxy-1-methyl-ethyl)-amide). Yield: 79.0%. Reaction SMILES: CO[C:3]([C:5]1[S:9][C:8](/[CH:10]=[CH:11]/[C:12]2[C:13]([CH2:18][CH2:19][CH2:20][CH3:21])=[N:14][O:15][C:16]=2[CH3:17])=[N:7][C:6]=1[CH3:22])=[O:4].[NH2:23][CH:24]([CH3:27])[CH2:25][OH:26]>>[OH:26][CH2:25][CH:24]([NH:23][C:3]([C:5]1[S:9][C:8](/[CH:10]=[CH:11]/[C:12]2[C:13]([CH2:18][CH2:19][CH2:20][CH3:21])=[N:14][O:15][C:16]=2[CH3:17])=[N:7][C:6]=1[CH3:22])=[O:4])[CH3:27]. Reported procedure: As described for example 95, 2-[(E)-2-(3-butyl-5-methyl-isoxazol-4-yl)-vinyl]-4-methyl-thiazole-5-carboxylic acid methyl ester (60 mg, 0.19 mmol) was converted, using rac-2-amino-1-propanol instead of isopropylamine, to the title compound (45 mg, 79%) which was obtained as a colourless oil. MS: m/e=364.1 [M+H]+. The reactants are C(=C)C1=NC=CC=N1 (2-vinylpyrimidine), CC(=O)O (AcOH), C1(=CC=CC=C1)C(CCN)C1=CC=CC=C1 (3,3-diphenylpropan-1-amine). The solvent is CCO (EtOH). Conditions: temperature 0 celsius. The product is C1(=CC=CC=C1)C(CCNCCC1=NC=CC=N1)C1=CC=CC=C1 (3,3-diphenyl-N-(2-(pyrimidin-2-yl)ethyl)propan-1-amine). As a reaction SMILES: [CH:1]([C:3]1[N:8]=[CH:7][CH:6]=[CH:5][N:4]=1)=[CH2:2].CC(O)=O.[C:13]1([CH:19]([C:23]2[CH:28]=[CH:27][CH:26]=[CH:25][CH:24]=2)[CH2:20][CH2:21][NH2:22])[CH:18]=[CH:17][CH:16]=[CH:15][CH:14]=1>CCO>[C:23]1([CH:19]([C:13]2[CH:14]=[CH:15][CH:16]=[CH:17][CH:18]=2)[CH2:20][CH2:21][NH:22][CH2:2][CH2:1][C:3]2[N:8]=[CH:7][CH:6]=[CH:5][N:4]=2)[CH:24]=[CH:25][CH:26]=[CH:27][CH:28]=1. Procedure details: To a solution of 2-vinylpyrimidine (0.373 g, 3.51 mmol) in EtOH (6 mL) at room temperature was added AcOH (1 mL) and 3,3-diphenylpropan-1-amine (2.21 g, 10.5 mmol). The reaction mixture was heated to reflux for 1 d, cooled to 0° C., and the solids were removed by filtration. The filtrate was concentrated and diluted with 5 M NaOH, brine, and EtOAc. The aqueous phase was extracted with EtOAc (2×) and the combined organic extracts were washed with brine (1×), dried over MgSO4, filtered, and concen... Starting materials: C1(CC1)COC1=C(C=C(C(=C1)F)C)C=1C2=C(N=CN1)C(=C(N2)C)C(=O)OCC (ethyl 4-[2-(cyclopropylmethoxy)-4-fluoro-5-methylphenyl]-6-methyl-5H-pyrrolo[3,2-d]pyrimidine-7-carboxylate), ClCOCC[Si](C)(C)C ((2-chloromethoxy-ethyl)-trimethyl-silane). Product: C1(CC1)COC1=C(C=C(C(=C1)F)C)C=1C2=C(N=CN1)C(=C(N2COCC[Si](C)(C)C)C)C(=O)OCC (Ethyl 4-[2-(cyclopropylmethoxy)-4-fluoro-5-methylphenyl]-6-methyl-5-{[2-(trimethylsilyl)ethoxy]methyl}-5H-pyrrolo[3,2-d]pyrimidine-7-carboxylate). RXN SMILES: [CH:1]1([CH2:4][O:5][C:6]2[CH:11]=[C:10]([F:12])[C:9]([CH3:13])=[CH:8][C:7]=2[C:14]2[C:15]3[NH:22][C:21]([CH3:23])=[C:20]([C:24]([O:26][CH2:27][CH3:28])=[O:25])[C:16]=3[N:17]=[CH:18][N:19]=2)[CH2:3][CH2:2]1.Cl[CH2:30][O:31][CH2:32][CH2:33][Si:34]([CH3:37])([CH3:36])[CH3:35]>>[CH:1]1([CH2:4][O:5][C:6]2[CH:11]=[C:10]([F:12])[C:9]([CH3:13])=[CH:8][C:7]=2[C:14]2[C:15]3[N:22]([CH2:30][O:31][CH2:32][CH2:33][Si:34]([CH3:37])([CH3:36])[CH3:35])[C:21]([CH3:23])=[C:20]([C:24]([O:26][CH2:27][CH3:28])=[O:25])[C:16]=3[N:17]=[CH:18][N:19]=2)[CH2:3][CH2:2]1. Procedure details: Starting from ethyl 4-[2-(cyclopropylmethoxy)-4-fluoro-5-methylphenyl]-6-methyl-5H-pyrrolo[3,2-d]pyrimidine-7-carboxylate (example D.a11) and commercially available (2-chloromethoxy-ethyl)-trimethyl-silane the title compound is obtained as yellow solid. Reactants: COC(C)([O-])[O-], CC(=O)O, Nc1ccccc1C(=O)c1ccccc1Cl, c1ccccc1. Yields the product COC(C)=Nc1ccccc1C(=O)c1ccccc1Cl. As a reaction SMILES: [C:17]([CH3:18])([O:19][CH3:20])([O-:21])[O-:22].[CH3:23][C:24](=[O:25])[OH:26].[NH2:1][c:2]1[c:3]([C:4](=[O:5])[c:6]2[c:7]([Cl:12])[cH:8][cH:9][cH:10][cH:11]2)[cH:13][cH:14][cH:15][cH:16]1.[cH:27]1[cH:28][cH:29][cH:30][cH:31][cH:32]1>>[N:1]([c:2]1[c:3]([C:4](=[O:5])[c:6]2[c:7]([Cl:12])[cH:8][cH:9][cH:10][cH:11]2)[cH:13][cH:14][cH:15][cH:16]1)=[C:17]([CH3:18])[O:19][CH3:20].